From a dataset of the Open Reaction Database (ORD), a public repository of structured organic reaction records. describe an organic reaction: reactants, conditions, products, and yield Starting materials: C(C)N(CC)S(F)(F)F (diethylaminosulfur trifluoride), resultant solution, ester, ClCCl (dichloromethane), ClCCl (dichloromethane), OC12CC3(CC(CC(C1)C3)C2)C(=O)OC (methyl 3-hydroxyadamantane-1-carboxylate), [OH-].[Na+] (NaOH). Run in O (water), O (water), O1CCCC1 (tetrahydrofuran), CO (methanol). Conditions: time 1 hour. Yields the product FC12CC3(CC(CC(C1)C3)C2)C(=O)O (3-fluoroadamantane-1-carboxylic acid). Isolated yield 95.0%. RXN SMILES: C(N(S(F)(F)[F:7])CC)C.ClCCl.O[C:14]12[CH2:23][CH:18]3[CH2:19][CH:20]([CH2:22][C:16]([C:24]([O:26]C)=[O:25])([CH2:17]3)[CH2:15]1)[CH2:21]2.[OH-].[Na+]>O.O1CCCC1.CO>[F:7][C:14]12[CH2:23][CH:18]3[CH2:19][CH:20]([CH2:22][C:16]([C:24]([OH:26])=[O:25])([CH2:17]3)[CH2:15]1)[CH2:21]2 |f:3.4|. Procedure details: Under a N2 atmosphere was added 26.17 ml (0.20 ml) of diethylaminosulfur trifluoride (DAST) to 24 ml. of dry dichloromethane which was cooled to -78° C. To this solution was added drop-wise a dichloromethane solution (10 ml) of methyl 3-hydroxyadamantane-1-carboxylate (42.0 g, 0.20 mol). The suspension was allowed to warm to ambient temperature and stirred for 1 hour. To the resultant solution was added water (500 ml). The organic layer was separated, washed with brine, dried over magnesium sulf...